This data is from the Open Reaction Database (ORD), a public repository of structured organic reaction records. The task is: describe an organic reaction: reactants, conditions, products, and yield The reactants are IC1=NC2=CC=CC=C2C=C1C=O (2-iodo-3-quinolinecarboxaldehyde), NaBH. The solvent is CO (CH3OH). Run at temperature 0 celsius, time 30 minute. Yields the product OCC=1C(=NC2=CC=CC=C2C1)I (3-hydroxymethyl-2-iodoquinoline). Yield: 17.7%. As a reaction SMILES: [I:1][C:2]1[C:11]([CH:12]=[O:13])=[CH:10][C:9]2[C:4](=[CH:5][CH:6]=[CH:7][CH:8]=2)[N:3]=1>CO>[OH:13][CH2:12][C:11]1[C:2]([I:1])=[N:3][C:4]2[C:9]([CH:10]=1)=[CH:8][CH:7]=[CH:6][CH:5]=2. Procedure details: To a stirred solution of 2-iodo-3-quinolinecarboxaldehyde (595 mg, 2 10 mmol) in 40 mL of CH3OH at 0° C. was added NaBH (86 mg, 2.31 mmol), and the mixture was stirred at 0° C. for 30 min. After concentrating the mixture to approximately one-half of its original volume, water (30 mL) was added and the mixture was allowed to stand at 5° C. overnight. The solids were filtered and the crude product (570 mg, 95%) was recrystallized from methanol to give 3-hydroxymethyl-2-iodoquinoline (505 mg, 84%) ... Reactants: ClC=1C=C(C=O)C=CC1Cl (3,4-dichlorobenzaldehyde), solution, C(C)(C)[N-]C(C)C (diisopropylamide), solution, [F-].C(CCC)[N+](CCCC)(CCCC)CCCC (tetrabutylammonium fluoride), [Si](C)(C)(C(C)(C)C)OCC1=CC=NC=C1 (4-(tert-Butyldimethylsilyloxymethyl)-pyridine). Run in C1CCOC1 (THF), C1CCOC1 (THF), C1CCOC1 (THF). Conditions: temperature -40 celsius, time 45 minute. Yields the product ClC=1C=C(C=CC1Cl)C(C(O)C1=CC=NC=C1)O (1-(3,4-Dichlorophenyl)-2-pyridin-4-yl-ethane-1,2-diol). The yield is 79.3%. As a reaction SMILES: [Si]([O:8][CH2:9][C:10]1[CH:15]=[CH:14][N:13]=[CH:12][CH:11]=1)(C(C)(C)C)(C)C.C([N-]C(C)C)(C)C.[Cl:23][C:24]1[CH:25]=[C:26]([CH:29]=[CH:30][C:31]=1[Cl:32])[CH:27]=[O:28].[F-].C([N+](CCCC)(CCCC)CCCC)CCC>C1COCC1>[Cl:23][C:24]1[CH:25]=[C:26]([CH:27]([OH:28])[CH:9]([C:10]2[CH:11]=[CH:12][N:13]=[CH:14][CH:15]=2)[OH:8])[CH:29]=[CH:30][C:31]=1[Cl:32] |f:3.4|. Procedure: 4-(tert-Butyldimethylsilyloxymethyl)-pyridine (T. F. Gallagher et al, Bioorganic and Medicinal Chemistry; 1997, 5, 49) (67 g, 0.3 mol) was dissolved in THF (250 ml) and cooled to −40° C. The solution was treated with a 2M solution of lithuim diisopropylamide in THF (200 ml, 0.4 mol) and stirred for 45 min maintaining a temperature of −40 to −20° C., before the dropwise addition of 3,4-dichlorobenzaldehyde (55.13 g, 0.32 mol) in THF (250 ml). The mixture was allowed to warm to room temperature th... The reactants are Cc1cc(C(=O)O)ccn1, Cc1cccc(-c2sc(C)nc2C(=O)N2CC3CC(C)CC3C2CN)c1. Product: Cc1cccc(-c2sc(C)nc2C(=O)N2CC3CC(C)CC3C2CNC(=O)c2ccnc(C)c2)c1. As a reaction SMILES: [CH3:27][c:28]1[cH:29][c:30]([C:31](=[O:32])[OH:33])[cH:34][cH:35][n:36]1.[NH2:1][CH2:2][CH:3]1[CH:4]2[CH2:5][CH:6]([CH3:26])[CH2:7][CH:8]2[CH2:9][N:10]1[C:11](=[O:12])[c:13]1[n:14][c:15]([CH3:25])[s:16][c:17]1-[c:18]1[cH:19][c:20]([CH3:24])[cH:21][cH:22][cH:23]1>>[NH:1]([CH2:2][CH:3]1[CH:4]2[CH2:5][CH:6]([CH3:26])[CH2:7][CH:8]2[CH2:9][N:10]1[C:11](=[O:12])[c:13]1[n:14][c:15]([CH3:25])[s:16][c:17]1-[c:18]1[cH:19][c:20]([CH3:24])[cH:21][cH:22][cH:23]1)[C:31]([c:30]1[cH:29][c:28]([CH3:27])[n:36][cH:35][cH:34]1)=[O:32]. The reactants are CC(Cl)c1cccnc1, CCN1CCNCC1=O. Reagents/catalysts: O=C([O-])[O-].[Cs+].[Cs+] (cesium carbonate), [I-].[K+] (potassium iodide). Solvent: CN(C)C=O (DMF), CN(C)C=O (dmf), CN(C)C=O (DMF). Run at temperature 70 celsius, time 16 hour. The product is CCN1CCN(C(C)c2cccnc2)CC1=O. Yields the product NC=1C=CC=C2C=CC(=NC12)OC (8-Amino-2-methoxyquinoline). The reactants are COC1=NC2=C(C=CC=C2C=C1)[N+](=O)[O-] (2-Methoxy-8-nitroquinoline). The solvent is CCO (EtOH). As a reaction SMILES: [CH3:1][O:2][C:3]1[CH:12]=[CH:11][C:10]2[C:5](=[C:6]([N+:13]([O-])=O)[CH:7]=[CH:8][CH:9]=2)[N:4]=1>CCO>[NH2:13][C:6]1[CH:7]=[CH:8][CH:9]=[C:10]2[C:5]=1[N:4]=[C:3]([O:2][CH3:1])[CH:12]=[CH:11]2. Reported procedure: 2-Methoxy-8-nitroquinoline, as described above in Step D, (2.07 g, 10.14 mmol) was dissolved in EtOH (150 mL) and EtOAc (150 mL), the vessel was degassed, Pd/C (200 mg, 10 wt %) was added and the vessel was filled with H2 (1 atm). After 1 hour, the reaction was filtered through a pad of celite and concentrated in vacuo. The residue was chromatographed on silica gel, eluting with CH2Cl2, to yield the above-titled compound. Run at time 1 hour. Reactants: CS(=O)(=O)OC1CCN(C(=O)OCc2ccc([N+](=O)[O-])cc2)C1, CC(=O)[O-], CN(C)C=O, [K+]. Yields the product CC(=O)OC1CCN(C(=O)OCc2ccc([N+](=O)[O-])cc2)C1. As a reaction SMILES: [CH3:1][S:2](=[O:3])(=[O:4])[O:5][CH:6]1[CH2:7][N:8]([C:11](=[O:12])[O:13][CH2:14][c:15]2[cH:16][cH:17][c:18]([N+:21](=[O:22])[O-:23])[cH:19][cH:20]2)[CH2:9][CH2:10]1.[CH3:25][C:26]([O-:27])=[O:28].[CH3:29][N:30]([CH3:31])[CH:32]=[O:33].[K+:24]>>[O:5]([CH:6]1[CH2:7][N:8]([C:11](=[O:12])[O:13][CH2:14][c:15]2[cH:16][cH:17][c:18]([N+:21](=[O:22])[O-:23])[cH:19][cH:20]2)[CH2:9][CH2:10]1)[C:26]([CH3:25])=[O:27]. Reactants: N1=CN=CC2=C1NC=C2 (7H-pyrrolo[2,3-d]pyrimidine), IN1C(CCC1=O)=O (N-iodosuccinimide). The solvent is C(C)#N (acetonitrile). Reaction conditions: time 16 hour. Yields the product IC1=CNC=2N=CN=CC21 (5-iodo-7H-pyrrolo[2,3-d]pyrimidine). Yield: 81.0%. RXN SMILES: [N:1]1[C:6]2[NH:7][CH:8]=[CH:9][C:5]=2[CH:4]=[N:3][CH:2]=1.[I:10]N1C(=O)CCC1=O>C(#N)C>[I:10][C:9]1[C:5]2[CH:4]=[N:3][CH:2]=[N:1][C:6]=2[NH:7][CH:8]=1. Reported procedure: A mixture of 7H-pyrrolo[2,3-d]pyrimidine (Preparation 202, 28.0 g, 235 mmol) and N-iodosuccinimide (55.4 g, 246 mmol) in acetonitrile (470 mL) was stirred at room temperature for 16 hours. The solids were filtered, rinsed with acetonitrile (150 mL) and dried in vacuo. The solid was dissolved in 1.5 L of 1N aqueous sodium hydroxide solution and to it was added 2N aqueous hydrogen chloride solution until ˜pH 9. The resulting precipitate was filtered, rinsed with water (300 mL), and dried in vacuo ... Starting materials: FC=1C=NC=C(C1)Br (3-Fluoro-5-bromopyridine), C(=O)(OC(C)(C)C)N1C(=CC2=CC(=CC=C12)F)B(O)O (N-Boc-5-fluoro-indole-2-boronic acid). The product is FC=1C=C2C=C(NC2=CC1)C=1C=NC=C(C1)F (5-fluoro-2-(5-fluoro-pyridin-3-yl)-1H-indole). As a reaction SMILES: [F:1][C:2]1[CH:3]=[N:4][CH:5]=[C:6](Br)[CH:7]=1.C([N:16]1[C:24]2[C:19](=[CH:20][C:21]([F:25])=[CH:22][CH:23]=2)[CH:18]=[C:17]1B(O)O)(OC(C)(C)C)=O>>[F:25][C:21]1[CH:20]=[C:19]2[C:24](=[CH:23][CH:22]=1)[NH:16][C:17]([C:6]1[CH:5]=[N:4][CH:3]=[C:2]([F:1])[CH:7]=1)=[CH:18]2. Procedure details: 3-Fluoro-5-bromopyridine and N-Boc-5-fluoro-indole-2-boronic acid are processed according to the procedure described in Example 91 to give 5-fluoro-2-(5-fluoro-pyridin-3-yl)-1H-indole. (ESI) m/z 231.04 (M+H)+. Reactants: FC(F)(F)c1cncc(Br)c1, N#Cc1ccc(-n2ccnc2)cc1. The reagents and catalysts are CC(C)(C)c1ccc(-c2ccc(C(C)(C)C)cc2)cc1 (4,4'-di-tert-butylbiphenyl), CC(C)(C)C(=O)[O-].[K+] (KOPiv), Cl[Pd]CC=C.C=CC[Pd]Cl ([Pd(allyl)Cl]2), CN(C)c1ccc(P(C2CCCCC2)C2CCCCC2)cc1 (A-caPhos). The solvent is CC(=O)N(C)C (DMA), CC(=O)N(C)C (DMA), CC(=O)N(C)C (DMA). Run at temperature 120 celsius, time 24 hour. Product: N#Cc1ccc(-n2cncc2-c2cncc(C(F)(F)F)c2)cc1. The yield is 6.1%.